This data is from the Open Reaction Database (ORD), a public repository of structured organic reaction records. The task is: describe an organic reaction: reactants, conditions, products, and yield Reaction SMILES: [Cl:1]C1C=C(Cl)C=CC=1OCCCN1CC=CCC1.[Cl:19][C:20]1[C:35]([Cl:36])=[C:34]([Cl:37])[CH:33]=[CH:32][C:21]=1[O:22][CH2:23][CH2:24][CH2:25]N1CC=CCC1>>[Cl:37][C:34]1[CH:33]=[CH:32][C:21]([O:22][CH2:23][CH2:24][CH2:25][Cl:1])=[C:20]([Cl:19])[C:35]=1[Cl:36]. Product: ClC1=C(C(=C(C=C1)OCCCCl)Cl)Cl (1,2,3-Trichloro-4-(3-chloropropoxy)-benzene). Procedure: IR (CHCl3); 3022, 2968, 2884, 1577, 1448, 1422, 1386, 1285, 1256, 1220; NMR (CDCl3) δ (300 MHz); 2.290 (quint., J=6 Hz, 2H); 3.798 (t, J=6 Hz, 2H); 4.180 (t, J=6 Hz, 2H); 6.824 (d, J=9 Hz, 1H); 7.322 (d, J=9 Hz, 1H). (2) Preparation of 3g; 1-[3-(2,3,4-Trichloro-phenoxy)-propyl]-1,2,3,6-tetrahydro-pyridine Starting materials: CHCl3, ClC1=C(OCCCN2CCC=CC2)C=CC(=C1Cl)Cl (1-[3-(2,3,4-Trichloro-phenoxy)-propyl]-1,2,3,6-tetrahydro-pyridine), ClC1=C(OCCCN2CCC=CC2)C=CC(=C1)Cl (1-[3-(2,4-Dichloro-phenoxy)-propyl]-1,2,3,6-tetrahydro-pyridine), 3g. The reactants are C1=CC=C(C=C1)N, C1=CC(=NC(=C1I)Cl)Cl. Reagents/catalysts: C(=O)([O-])[O-].[Cs+].[Cs+], C1=CC=C(C=C1)P(C2=CC=CC=C2)C3=C(C4=CC=CC=C4C=C3)C5=C(C=CC6=CC=CC=C65)P(C7=CC=CC=C7)C8=CC=CC=C8, CC(=O)O.CC(=O)O.[Pd]. Solvent: CC1=CC=CC=C1. Conditions: temperature 120 celsius. Yields the product C1=CC=C(C=C1)NC2=C(N=C(C=C2)Cl)Cl. The yield is 0.0%. Procedure details: The reaction vessel was charged with nitrogen, BINAP (2.491 mg, 4.00 µmol) and diacetoxypalladium (0.898 mg, 4.00 µmol) were dilutet in toluene (2 ml) and flushed with nitrogen.2,6-dichloro-3-iodopyridine (0.027 g, 0.1 mmol), aniline (10.96 µl, 0.12 mmol) and cesium carbonate (0.163 g, 0.50 mmol) were weight in another flask and flushed with nitrogen. The Pd-BINAP mixture was subjoined and the reaction mixture was warmed to 120° C and stirred over night. The reaction was monitored using LC/MS. N... Reactants: O (Water), C1(=CC=C(C=C1)S(=O)(=O)OCF)C (Fluoromethyl toluene-4-sulfonate), C([O-])([O-])=O.[Cs+].[Cs+] (cesium carbonate), OC=1N=CC(=NC1)C(=O)OC (methyl 5-hydroxypyrazine-2-carboxylate). Solvent: CN(C=O)C (N,N-dimethylformamide). Reaction conditions: temperature 70 celsius, time 30 minute. Yields the product FCOC=1N=CC(=NC1)C(=O)OC (methyl 5-fluoromethoxypyrazine-2-carboxylate). Yield: 11.5%. RXN SMILES: C1(C)C=CC(S([O:10][CH2:11][F:12])(=O)=O)=CC=1.C(=O)([O-])[O-].[Cs+].[Cs+].O[C:21]1[N:22]=[CH:23][C:24]([C:27]([O:29][CH3:30])=[O:28])=[N:25][CH:26]=1.O>CN(C)C=O>[F:12][CH2:11][O:10][C:21]1[N:22]=[CH:23][C:24]([C:27]([O:29][CH3:30])=[O:28])=[N:25][CH:26]=1 |f:1.2.3|. Reported procedure: Fluoromethyl toluene-4-sulfonate (Journal of Labelled Compounds & Radiopharmaceuticals, 46 (6), 555-566; 2003) (344 mg) and cesium carbonate (824 mg) were added to a solution of methyl 5-hydroxypyrazine-2-carboxylate (130 mg) in N,N-dimethylformamide (2.0 mL). The reaction solution was stirred at 70° C. for five hours and 30 minutes and then cooled to room temperature. Water was added to the reaction solution, followed by extraction with ethyl acetate. The organic layer was concentrated under re... Starting materials: C(C(=O)Cl)(=O)Cl (Oxalyl chloride), CC1=C(C(=CC=C1)C)NC(=S)NC (N-(2,6-dimethyl phenyl)-N′-methylthiourea). The solvent is C(Cl)Cl (methylene chloride). Yields the product CC1=C(C(=CC=C1)C)N1C(N(C(C1=O)=O)C)=S (1-(2,6-Dimethylphenyl)-3-methyl-2-thioxo-4,5-imidazolidinedione). Yield: 65.9%. Reaction SMILES: [C:1](Cl)(=[O:5])[C:2](Cl)=[O:3].[CH3:7][C:8]1[CH:13]=[CH:12][CH:11]=[C:10]([CH3:14])[C:9]=1[NH:15][C:16]([NH:18][CH3:19])=[S:17]>C(Cl)Cl>[CH3:7][C:8]1[CH:13]=[CH:12][CH:11]=[C:10]([CH3:14])[C:9]=1[N:15]1[C:2](=[O:3])[C:1](=[O:5])[N:18]([CH3:19])[C:16]1=[S:17]. Reported procedure: Oxalyl chloride (8.4 g; 0.066 mol) was added dropwise to the stirring solution of N-(2,6-dimethyl phenyl)-N′-methylthiourea (6.4 g; 0.033 mol) in methylene chloride (100 mL). The mixture was heated at reflux for 2 hours then evaporated to dryness. Ethanol (100 mL) was added and the mixture was heated at reflux for 1 hour. The solvent was concentrated. The precipitated solid was collected by filtration and dried to give 5.4 g of 1-(2,6-Dimethylphenyl)-3-methyl-2-thioxo-4,5-imidazolidinedione, m.p... The reactants are O1CC(CCC1)O[C@@H]1CC2=CC=C3[C@@H]4CC[C@H]([C@@H](C(C[C@H](C(C)(C)O)O)S(=O)(=O)C5=CC=CC=C5)C)[C@]4(CC[C@@H]3[C@]2(CC1)C)C ((24R)-22ξ-phenylsulfonyl-5,7-cholestadiene-3β,24,25-triol 3-tetrahydropyranyl ether), [Na][Na] (disodium). The reagents and catalysts are [Na].[Hg] (sodium-amalgam). The solvent is CO (methanol), CO (methanol). The product is O1CC(CCC1)O[C@@H]1CC2=CC=C3[C@@H]4CC[C@H]([C@@H](CC[C@H](C(C)(C)O)O)C)[C@]4(CC[C@@H]3[C@]2(CC1)C)C ((24R)-5,7-cholestadiene-3β,24,25-triol 3-tetrahydropyranyl ether). Isolated yield 9.3%. Reaction SMILES: [Na][Na].[O:3]1[CH2:8][CH2:7][CH2:6][CH:5]([O:9][C@H:10]2[CH2:45][CH2:44][C@@:43]3([CH3:46])[C:12](=[CH:13][CH:14]=[C:15]4[C@@H:42]3[CH2:41][CH2:40][C@@:39]3([CH3:47])[C@H:16]4[CH2:17][CH2:18][C@@H:19]3[C@H:20]([CH3:38])[CH:21](S(C3C=CC=CC=3)(=O)=O)[CH2:22][C@@H:23]([OH:28])[C:24]([OH:27])([CH3:26])[CH3:25])[CH2:11]2)[CH2:4]1>CO.[Na].[Hg]>[O:3]1[CH2:8][CH2:7][CH2:6][CH:5]([O:9][C@H:10]2[CH2:45][CH2:44][C@@:43]3([CH3:46])[C:12](=[CH:13][CH:14]=[C:15]4[C@@H:42]3[CH2:41][CH2:40][C@@:39]3([CH3:47])[C@H:16]4[CH2:17][CH2:18][C@@H:19]3[C@H:20]([CH3:38])[CH2:21][CH2:22][C@@H:23]([OH:28])[C:24]([OH:27])([CH3:26])[CH3:25])[CH2:11]2)[CH2:4]1 |f:3.4,^1:49|. Reported procedure: A mixture of 1 g of anhydrous disodium hydrogenephosphate and 3.2 g of 5% sodium-amalgam was added to a solution of 160 mg of (24R)-22ξ-phenylsulfonyl-5,7-cholestadiene-3β,24,25-triol 3-tetrahydropyranyl ether in 5 ml of methanol in an argon stream under stirring, and the mixture was stirred for 30 minutes at room temperature. To the reaction mixture 10 ml of methanol was added and the precipitate was filtered. The filtrate was evaporated under reduced pressure and the residue was extracted with... Procedure: To a solution of lithium diisopropylamide prepared from diisopropylamine (1.11 g) and n-butyllithium (1.61 M in hexane; 7.0 ml), in dry tetrahydrofuran under nitrogen atmosphere at -70° C. was added dropwise over 20 minutes a solution of 3-methyl-1-phenylsulfonylindole (2.71 g) in tetrahydrofuran (20 ml). The mixture was stirred for 1 hour below -70° C. and then allowed to warm slowly to 0° C. over 1 hour. The resulting solution was cooled to -70° C. and then treated with ethylene oxide (484 mg)... The product is CC1=C(N(C2=CC=CC=C12)S(=O)(=O)C1=CC=CC=C1)CCO (2-[3-methyl-1-(phenylsulfonyl)indol-2-yl]ethanol). Yield: 37.8%. Conditions: temperature 0 celsius, time 1 hour. As a reaction SMILES: C([N-]C(C)C)(C)C.[Li+].C(NC(C)C)(C)C.C([Li])CCC.[CH3:21][C:22]1[C:30]2[C:25](=[CH:26][CH:27]=[CH:28][CH:29]=2)[N:24]([S:31]([C:34]2[CH:39]=[CH:38][CH:37]=[CH:36][CH:35]=2)(=[O:33])=[O:32])[CH:23]=1.[CH2:40]1[O:42][CH2:41]1>O1CCCC1.O>[CH3:21][C:22]1[C:30]2[C:25](=[CH:26][CH:27]=[CH:28][CH:29]=2)[N:24]([S:31]([C:34]2[CH:39]=[CH:38][CH:37]=[CH:36][CH:35]=2)(=[O:33])=[O:32])[C:23]=1[CH2:40][CH2:41][OH:42] |f:0.1|. Solvent: O1CCCC1 (tetrahydrofuran), O1CCCC1 (tetrahydrofuran), O1CCCC1 (tetrahydrofuran), O (water). The reactants are CC1=CN(C2=CC=CC=C12)S(=O)(=O)C1=CC=CC=C1 (3-methyl-1-phenylsulfonylindole), C(C)(C)[N-]C(C)C.[Li+] (lithium diisopropylamide), C(C)(C)NC(C)C (diisopropylamine), C(CCC)[Li] (n-butyllithium), C1CO1 (ethylene oxide). The reactants are C(C)N1N=CC=C1NC=1C(C(=O)O)=CC(=CC1)S(=O)(=O)C(F)(F)F (N-(1-ethylpyrazol-5-yl) -5-(trifluoromethylsulfonyl)anthranilic acid), O=P(Cl)(Cl)Cl (POCl3), [NH4+].[OH-] (NH4OH). Product: C(C)N1N=CC=2C1=NC1=CC=C(C=C1C2Cl)S(=O)(=O)C(F)(F)F (1-ethyl-4-chloro-6-(trifluoromethylsulfonyl)-1H-pyrazolo[3,4-b]quinoline). RXN SMILES: [CH2:1]([N:3]1[C:7]([NH:8][C:9]2[C:10](=[CH:14][C:15]([S:18]([C:21]([F:24])([F:23])[F:22])(=[O:20])=[O:19])=[CH:16][CH:17]=2)[C:11](O)=O)=[CH:6][CH:5]=[N:4]1)[CH3:2].[NH4+].[OH-].O=P(Cl)(Cl)[Cl:29]>>[CH2:1]([N:3]1[C:7]2=[N:8][C:9]3[C:10]([C:11]([Cl:29])=[C:6]2[CH:5]=[N:4]1)=[CH:14][C:15]([S:18]([C:21]([F:24])([F:23])[F:22])(=[O:20])=[O:19])=[CH:16][CH:17]=3)[CH3:2] |f:1.2|. Reported procedure: A mixture of N-(1-ethylpyrazol-5-yl) -5-(trifluoromethylsulfonyl)anthranilic acid and POCl3 (30 mL) was heated on a steam bath overnight. The reaction mixture was poured onto ice-water and then was neutralized with NH4OH. The resulting solid was collected by filtration, washed with water, dissolved in CH2Cl2, dried over MgSO4, filtered and stripped. The residue was purified by column chromatography on silica gel eluting with 10% ethyl acetate/hexane to afford 1.0 g of 1-ethyl-4-chloro-6-(trifluo... Reactants: C[Zn](C)(C)([Li])([Li])c1cccc2ccccc12 (effective_coupling_partner), CC(C)N(C(=O)c1ccc(OC)cc1)C(C)C (substrate). Reagents/catalysts: PCy3. Reaction conditions: temperature 50 celsius, time 9 hour. Product: CC(C)N(CC(=O)c3ccc(c1cccc2ccccc12)cc3)C(C)C.